From a dataset of the Open Reaction Database (ORD), a public repository of structured organic reaction records. describe an organic reaction: reactants, conditions, products, and yield Starting materials: CC1=CC(=CC2=C1CCCCN2C(CN2C(C(C(N(C1=C2C=CC=C1)C1=CC=CC=C1)=O)CC1=NN(C2=CC=CC=C12)C(=O)OC(C)(C)C)=O)=O)C (tert-butyl 3-({1-[2-(6,8-dimethyl-2,3,4,5-tetrahydro-1H-1-benzazepin-1-yl)-2-oxoethyl]-2,4-dioxo-5-phenyl-2,3,4,5-tetrahydro-1H-1,5-benzodiazepin-3-yl}methyl)-1H-indazole-1-carboxylate), FC(C(=O)O)(F)F (trifluoroacetic acid). Run in C(Cl)Cl (methylene chloride). Run at time 3 hour. Product: CC1=CC(=CC2=C1CCCCN2C(CN2C(C(C(N(C1=C2C=CC=C1)C1=CC=CC=C1)=O)CC1=NNC2=CC=CC=C12)=O)=O)C (1-[2-(6,8-dimethyl-2,3,4,5-tetrahydro-1H-1-benzazepin-1-yl)-2-oxoethyl]-3-(1H-indazol-3-ylmethyl)-5-phenyl-1H-1,5-benzodiazepine-2,4(3H,5H)-dione). Isolated yield 12.8%. As a reaction SMILES: [CH3:1][C:2]1[C:7]2[CH2:8][CH2:9][CH2:10][CH2:11][N:12]([C:13](=[O:51])[CH2:14][N:15]3[C:21]4[CH:22]=[CH:23][CH:24]=[CH:25][C:20]=4[N:19]([C:26]4[CH:31]=[CH:30][CH:29]=[CH:28][CH:27]=4)[C:18](=[O:32])[CH:17]([CH2:33][C:34]4[C:42]5[C:37](=[CH:38][CH:39]=[CH:40][CH:41]=5)[N:36](C(OC(C)(C)C)=O)[N:35]=4)[C:16]3=[O:50])[C:6]=2[CH:5]=[C:4]([CH3:52])[CH:3]=1.FC(F)(F)C(O)=O>C(Cl)Cl>[CH3:1][C:2]1[C:7]2[CH2:8][CH2:9][CH2:10][CH2:11][N:12]([C:13](=[O:51])[CH2:14][N:15]3[C:21]4[CH:22]=[CH:23][CH:24]=[CH:25][C:20]=4[N:19]([C:26]4[CH:31]=[CH:30][CH:29]=[CH:28][CH:27]=4)[C:18](=[O:32])[CH:17]([CH2:33][C:34]4[C:42]5[C:37](=[CH:38][CH:39]=[CH:40][CH:41]=5)[NH:36][N:35]=4)[C:16]3=[O:50])[C:6]=2[CH:5]=[C:4]([CH3:52])[CH:3]=1. Procedure: A solution of tert-butyl 3-({1-[2-(6,8-dimethyl-2,3,4,5-tetrahydro-1H-1-benzazepin-1-yl)-2-oxoethyl]-2,4-dioxo-5-phenyl-2,3,4,5-tetrahydro-1H-1,5-benzodiazepin-3-yl}methyl)-1H-indazole-1-carboxylate (64 mg) in methylene chloride (10 mL) was treated with trifluoroacetic acid (1 mL). The reaction was stirred for 3 hours then concentrated to dryness. The residue was chromatographed on silica gel (Hexane:Ethyl Acetate. The residue was triturated with Ethyl Ether and filtered to yield the title compo... Reactants: FC(C=1C=C(C=C(C1)C(F)(F)F)S(=O)(=O)Cl)(F)F (3,5-bis(trifluoromethyl)benzene-1-sulfonyl chloride), Cl.FC1=C(C=CC(=C1)S(=O)(=O)C)NC=1C2=C(N=CN1)C(=CO2)C2CCNCC2 (N-[2-Fluoro-4-(methylsulfonyl)phenyl]-7-(piperidin-4-yl)furo[3,2-d]pyrimidine-4-amine hydrochloride), O (Water). Solvent: C(Cl)Cl (methylene chloride), N1=CC=CC=C1 (pyridine). Reaction conditions: time 45 minute. Yields the product FC(C=1C=C(C=C(C1)C(F)(F)F)S(=O)(=O)N1CCC(CC1)C1=COC2=C1N=CN=C2NC2=C(C=C(C=C2)S(=O)(=O)C)F)(F)F (7-(1-{[3,5-bis(trifluoromethyl)phenyl]sulfonyl}piperidin-4-yl)-N-[2-fluoro-4-(methylsulfonyl)phenyl]furo[3,2-d]pyrimidine-4-amine). Isolated yield 41.1%. As a reaction SMILES: Cl.[F:2][C:3]1[CH:8]=[C:7]([S:9]([CH3:12])(=[O:11])=[O:10])[CH:6]=[CH:5][C:4]=1[NH:13][C:14]1[C:15]2[O:22][CH:21]=[C:20]([CH:23]3[CH2:28][CH2:27][NH:26][CH2:25][CH2:24]3)[C:16]=2[N:17]=[CH:18][N:19]=1.[F:29][C:30]([F:46])([F:45])[C:31]1[CH:32]=[C:33]([S:41](Cl)(=[O:43])=[O:42])[CH:34]=[C:35]([C:37]([F:40])([F:39])[F:38])[CH:36]=1.O>N1C=CC=CC=1.C(Cl)Cl>[F:40][C:37]([F:38])([F:39])[C:35]1[CH:34]=[C:33]([S:41]([N:26]2[CH2:27][CH2:28][CH:23]([C:20]3[C:16]4[N:17]=[CH:18][N:19]=[C:14]([NH:13][C:4]5[CH:5]=[CH:6][C:7]([S:9]([CH3:12])(=[O:10])=[O:11])=[CH:8][C:3]=5[F:2])[C:15]=4[O:22][CH:21]=3)[CH2:24][CH2:25]2)(=[O:42])=[O:43])[CH:32]=[C:31]([C:30]([F:46])([F:45])[F:29])[CH:36]=1 |f:0.1|. Procedure: N-[2-Fluoro-4-(methylsulfonyl)phenyl]-7-(piperidin-4-yl)furo[3,2-d]pyrimidine-4-amine hydrochloride (10 mg, 0.023 mmol) was dissolved in pyridine (0.1 mL), a solution of 3,5-bis(trifluoromethyl)benzene-1-sulfonyl chloride (14 mg, 0.046 mmol) in anhydrous methylene chloride (0.4 mL) was added under ice-cooling, followed by stirring at room temperature for 1 hour and 45 minutes. Water was added to the reaction liquid, followed by extraction with ethyl acetate, the organic layer was dried over anhy... Reactants: O.C(CN(CC(=O)O)CC(=O)O)N(CC(=O)O)CC(=O)O (ethylenediaminetetraacetic acid monohydrate), O.C(CN(CC(=O)O)CC(=O)O)N(CC(=O)O)CC(=O)O (ethylenediaminetetraacetic acid monohydrate), BrC1=C2C=CC=NC2=C(C(=N1)C(=O)OC)OS(=O)(=O)C1=CC=C(C=C1)C (methyl 5-bromo-8-{[(4-methylphenyl)sulfonyl]oxy}-1,6-naphthyridine-7-carboxylate), S1(NCCCC1)(=O)=O (1,2-thiazinane-1,1-dioxide), N1=C(C=CC=C1)C1=NC=CC=C1 (2,2′-bipyridine). The reagents and catalysts are [Cu-]=O (copper (I) oxide). Run in O (water), O (water), CN(C)C=O (DMF). Conditions: temperature 118 celsius. Product: O=S1(N(CCCC1)C1=C2C=CC=NC2=C(C(=N1)C(=O)OC)OS(=O)(=O)C1=CC=C(C=C1)C)=O (methyl 5-(1,1-dioxido-1,2-thiazinan-2-yl)-8-{[(4-methylphenyl)sulfonyl]oxy}-1,6-naphthyridine-7-carboxylate). Reaction SMILES: Br[C:2]1[N:11]=[C:10]([C:12]([O:14][CH3:15])=[O:13])[C:9]([O:16][S:17]([C:20]2[CH:25]=[CH:24][C:23]([CH3:26])=[CH:22][CH:21]=2)(=[O:19])=[O:18])=[C:8]2[C:3]=1[CH:4]=[CH:5][CH:6]=[N:7]2.[S:27]1(=[O:34])(=[O:33])[CH2:32][CH2:31][CH2:30][CH2:29][NH:28]1.N1C=CC=CC=1C1C=CC=CN=1.O.C(N(CC(O)=O)CC(O)=O)CN(CC(O)=O)CC(O)=O>CN(C=O)C.O.[Cu-]=O>[O:33]=[S:27]1(=[O:34])[CH2:32][CH2:31][CH2:30][CH2:29][N:28]1[C:2]1[N:11]=[C:10]([C:12]([O:14][CH3:15])=[O:13])[C:9]([O:16][S:17]([C:20]2[CH:25]=[CH:24][C:23]([CH3:26])=[CH:22][CH:21]=2)(=[O:19])=[O:18])=[C:8]2[C:3]=1[CH:4]=[CH:5][CH:6]=[N:7]2 |f:3.4|. Reported procedure: To a slurry of methyl 5-bromo-8-{[(4-methylphenyl)sulfonyl]oxy}-1,6-naphthyridine-7-carboxylate (7.55 g, 17.27 mmol) in degassed DMF (20 mL) in a pressure tube was added 1,2-thiazinane-1,1-dioxide (2.8 g, 20.7 mmol, prepared as in White et al, J. Org Chem. 1987, 52: 2162) followed by 2,2′-bipyridine (3.24 g, 20.7 mmol) and copper (I) oxide powder (2.96 g, 20.7 mmol). The pressure tube was closed and heated to 118 degrees C. overnight. Celite (0.5 g) was added to the resulting slurry and this was... The reactants are CC(C)(C)OC(=O)N1CCC(=Cc2cccc(Oc3ccc(Br)cn3)c2)CC1, CC(=O)[O-], CC(=O)[O-], Cc1ccccc1, OB(O)C1CC1, C1CCC(P(C2CCCCC2)C2CCCCC2)CC1, [K+], [K+], [K+], O, O=P([O-])([O-])[O-], [Pd+2]. Yields the product CC(C)(C)OC(=O)N1CCC(=Cc2cccc(Oc3ccc(C4CC4)cn3)c2)CC1. As a reaction SMILES: [Br:1][c:2]1[cH:3][cH:4][c:5]([O:8][c:9]2[cH:10][c:11]([CH:12]=[C:13]3[CH2:14][CH2:15][N:16]([C:19](=[O:20])[O:21][C:22]([CH3:23])([CH3:24])[CH3:25])[CH2:17][CH2:18]3)[cH:26][cH:27][cH:28]2)[n:6][cH:7]1.[C:70]([O-:71])(=[O:72])[CH3:73].[C:75]([O-:76])(=[O:77])[CH3:78].[CH3:62][c:63]1[cH:64][cH:65][cH:66][cH:67][cH:68]1.[CH:29]1([B:32]([OH:33])[OH:34])[CH2:30][CH2:31]1.[CH:43]1([P:44]([CH:45]2[CH2:46][CH2:47][CH2:48][CH2:49][CH2:50]2)[CH:51]2[CH2:52][CH2:53][CH2:54][CH2:55][CH2:56]2)[CH2:57][CH2:58][CH2:59][CH2:60][CH2:61]1.[K+:40].[K+:41].[K+:42].[OH2:69].[P:35]([O-:36])([O-:37])([O-:38])=[O:39].[Pd+2:74]>>[c:2]1([CH:29]2[CH2:30][CH2:31]2)[cH:3][cH:4][c:5]([O:8][c:9]2[cH:10][c:11]([CH:12]=[C:13]3[CH2:14][CH2:15][N:16]([C:19](=[O:20])[O:21][C:22]([CH3:23])([CH3:24])[CH3:25])[CH2:17][CH2:18]3)[cH:26][cH:27][cH:28]2)[n:6][cH:7]1.